This data is from the Open Reaction Database (ORD), a public repository of structured organic reaction records. The task is: describe an organic reaction: reactants, conditions, products, and yield The reactants are C(C)C1=CC=C2N1N=C(C(=C2C=2C=NC=C(C2)C)C(=O)OCC)C (ethyl 7-ethyl-2-methyl-4-(5-methyl-3-pyridinyl)pyrrolo[1,2-b]pyridazine-3-carboxylate), [OH-].[K+] (potassium hydroxide), solution, Cl (hydrochloric acid). Run in C(C)O (ethanol), [Cl-].[Na+].O (brine). Yields the product C(C)C1=CC=C2N1N=C(C(=C2C=2C=NC=C(C2)C)C(=O)O)C (7-ethyl-2-methyl-4-(5-methyl-3-pyridinyl)pyrrolo[1,2-b]pyridazine-3-carboxylic acid). Isolated yield 94.7%. As a reaction SMILES: [CH2:1]([C:3]1[N:7]2[N:8]=[C:9]([CH3:24])[C:10]([C:19]([O:21]CC)=[O:20])=[C:11]([C:12]3[CH:13]=[N:14][CH:15]=[C:16]([CH3:18])[CH:17]=3)[C:6]2=[CH:5][CH:4]=1)[CH3:2].[OH-].[K+].Cl>C(O)C.[Cl-].[Na+].O>[CH2:1]([C:3]1[N:7]2[N:8]=[C:9]([CH3:24])[C:10]([C:19]([OH:21])=[O:20])=[C:11]([C:12]3[CH:13]=[N:14][CH:15]=[C:16]([CH3:18])[CH:17]=3)[C:6]2=[CH:5][CH:4]=1)[CH3:2] |f:1.2,5.6.7|. Procedure details: To a solution of ethyl 7-ethyl-2-methyl-4-(5-methyl-3-pyridinyl)pyrrolo[1,2-b]pyridazine-3-carboxylate (682 mg) in ethanol (20 mL) was added potassium hydroxide (5 g) solution (10 mL) and the mixture was heated under reflux for 1 hour. The solution was acidified with 1 N hydrochloric acid to pH 3–4 and diluted with brine, and extracted with chloroform twice. The organic layer was separated, dried over magnesium sulfate, and evaporated in vacuo. The crude produt was triturated with ethyl acetate ... Reactants: C[O-], CO, Fc1ccc(-c2cccn3nc(NC4CCN(c5ccnc(Cl)n5)CC4)nc23)c(Cl)c1, [Na+]. The product is COc1nccc(N2CCC(Nc3nc4c(-c5ccc(F)cc5Cl)cccn4n3)CC2)n1. RXN SMILES: [CH3:32][O-:33].[CH3:35][OH:36].[Cl:1][c:2]1[c:3](-[c:9]2[c:10]3[n:11]([cH:12][cH:13][cH:14]2)[n:15][c:16]([NH:18][CH:19]2[CH2:20][CH2:21][N:22]([c:25]4[n:26][c:27]([Cl:31])[n:28][cH:29][cH:30]4)[CH2:23][CH2:24]2)[n:17]3)[cH:4][cH:5][c:6]([F:8])[cH:7]1.[Na+:34]>>[Cl:1][c:2]1[c:3](-[c:9]2[c:10]3[n:11]([cH:12][cH:13][cH:14]2)[n:15][c:16]([NH:18][CH:19]2[CH2:20][CH2:21][N:22]([c:25]4[n:26][c:27]([O:33][CH3:32])[n:28][cH:29][cH:30]4)[CH2:23][CH2:24]2)[n:17]3)[cH:4][cH:5][c:6]([F:8])[cH:7]1.